From a dataset of the Open Reaction Database (ORD), a public repository of structured organic reaction records. describe an organic reaction: reactants, conditions, products, and yield The reactants are O=C1CC(CCl)CN1c1ccc(OCc2ccccc2)cc1, CN(C)C=O, [I-], [Na+], N#C[Na]. Product: N#CCC1CC(=O)N(c2ccc(OCc3ccccc3)cc2)C1. Reaction SMILES: [CH2:1]([c:2]1[cH:3][cH:4][cH:5][cH:6][cH:7]1)[O:8][c:9]1[cH:10][cH:11][c:12]([N:15]2[C:16](=[O:22])[CH2:17][CH:18]([CH2:20][Cl:21])[CH2:19]2)[cH:13][cH:14]1.[CH3:28][N:29]([CH3:30])[CH:31]=[O:32].[I-:27].[Na+:26].[Na:23][C:24]#[N:25]>>[CH2:1]([c:2]1[cH:3][cH:4][cH:5][cH:6][cH:7]1)[O:8][c:9]1[cH:10][cH:11][c:12]([N:15]2[C:16](=[O:22])[CH2:17][CH:18]([CH2:20][C:24]#[N:25])[CH2:19]2)[cH:13][cH:14]1. Starting materials: CC1(C)NN(C2C3CC4CC(C3)CC2C4)C1=O, BrCc1ccccc1-c1ccccc1. Product: CC1(C)C(=O)N(C2C3CC4CC(C3)CC2C4)N1Cc1ccccc1-c1ccccc1. Reaction SMILES: [CH:1]12[CH:2]([N:11]3[NH:12][C:13]([CH3:16])([CH3:17])[C:14]3=[O:15])[CH:3]3[CH2:4][CH:5]([CH2:6][CH:7]([CH2:8]1)[CH2:9]3)[CH2:10]2.[c:18]1(-[c:24]2[c:25]([CH2:26][Br:27])[cH:28][cH:29][cH:30][cH:31]2)[cH:19][cH:20][cH:21][cH:22][cH:23]1>>[CH:1]12[CH:2]([N:11]3[N:12]([CH2:26][c:25]4[c:24](-[c:18]5[cH:19][cH:20][cH:21][cH:22][cH:23]5)[cH:31][cH:30][cH:29][cH:28]4)[C:13]([CH3:16])([CH3:17])[C:14]3=[O:15])[CH:3]3[CH2:4][CH:5]([CH2:6][CH:7]([CH2:8]1)[CH2:9]3)[CH2:10]2. Starting materials: [H-].[Al+3].[Li+].[H-].[H-].[H-] (Lithium aluminum hydride), C(C)[C@@]1(CC([C@]2(C)[C@@H]1[C@@H]1CCC=3C=C(C=CC3[C@H]1CC2)OC)=O)C (15β-Ethyl-3-methoxy-15α-methylestra-1,3,5(10)-trien-17-one), [Cl-].[NH4+] (ammonium chloride). Solvent: O1CCCC1 (tetrahydrofuran). Reaction conditions: temperature 0 celsius, time 5 minute. The product is CC[C@]1(C[C@@H]([C@]2(C)[C@@H]1[C@@H]1CCC=3C=C(C=CC3[C@H]1CC2)OC)O)C (15β-Ethyl-3-methoxy-15β-methylestra-1,3,5(10)-trien-17β-ol). Yield: 90.3%. Reaction SMILES: [H-].[Al+3].[Li+].[H-].[H-].[H-].[CH2:7]([C@@:9]1([CH3:30])[C@H:14]2[C@H:15]3[C@H:24]([CH2:25][CH2:26][C@:12]2([CH3:13])[C:11](=[O:29])[CH2:10]1)[C:23]1[CH:22]=[CH:21][C:20]([O:27][CH3:28])=[CH:19][C:18]=1[CH2:17][CH2:16]3)[CH3:8].[Cl-].[NH4+]>O1CCCC1>[CH3:8][CH2:7][C@:9]1([CH3:30])[C@H:14]2[C@H:15]3[C@H:24]([CH2:25][CH2:26][C@:12]2([CH3:13])[C@@H:11]([OH:29])[CH2:10]1)[C:23]1[CH:22]=[CH:21][C:20]([O:27][CH3:28])=[CH:19][C:18]=1[CH2:17][CH2:16]3 |f:0.1.2.3.4.5,7.8|. Procedure: Lithium aluminum hydride (58 mg; 0.31 mmol) was added to a solution of the 15β-ethyl-15α-methyl ketone (5) (100 mg; 0.31 mmol ) in dry tetrahydrofuran (2 ml) at 0° C. The solution was stirred at 0° C. for 5 min. Saturated aqueous ammonium chloride was added and the mixture was filtered. Standard work-up of the filtrate gave 15β-ethyl-3-methoxy-15α-methylestra-1,3,5(10)-trien-17β-ol (13) (92 mg; 90%), as an oil, [α]D +70° (c 1.0); υmax 3604 cm-1 (OH); δH 0.88 (3H, t, J 7.2 Hz, 15β-CH2CH3), 0.90 (... Starting materials: O=C(Cc1ccccc1OCCCBr)OCc1ccccc1, O=C([O-])[O-], C1CCNC1, CC#N, ClCCl, [I-], [K+], [K+], [Na+], O. The product is O=C(Cc1ccccc1OCCCN1CCCC1)OCc1ccccc1. Reaction SMILES: [Br:14][CH2:15][CH2:16][CH2:17][O:18][c:19]1[c:20]([CH2:25][C:26](=[O:27])[O:28][CH2:29][c:30]2[cH:31][cH:32][cH:33][cH:34][cH:35]2)[cH:21][cH:22][cH:23][cH:24]1.[C:1](=[O:2])([O-:3])[O-:4].[CH2:9]1[CH2:10][CH2:11][NH:12][CH2:13]1.[CH3:36][C:37]#[N:38].[Cl:39][CH2:40][Cl:41].[I-:8].[K+:5].[K+:6].[Na+:7].[OH2:42]>>[CH2:9]1[CH2:10][CH2:11][N:12]([CH2:15][CH2:16][CH2:17][O:18][c:19]2[c:20]([CH2:25][C:26](=[O:27])[O:28][CH2:29][c:30]3[cH:31][cH:32][cH:33][cH:34][cH:35]3)[cH:21][cH:22][cH:23][cH:24]2)[CH2:13]1. The reactants are CC[O-], CCO, CCOC=O, Cl, [Na+], Cc1ccoc1C(=O)Nc1cccc(C(=O)c2ccc3c(c2)NC(=O)C3)c1. The product is Cc1ccoc1C(=O)Nc1cccc(C(=O)c2ccc3c(c2)NC(=O)C3=CO)c1. RXN SMILES: [CH3:34][CH2:35][O-:36].[CH3:38][CH2:39][OH:40].[CH:28](=[O:29])[O:30][CH2:31][CH3:32].[ClH:37].[Na+:33].[O:1]=[C:2]1[NH:3][c:4]2[cH:5][c:6]([C:11](=[O:12])[c:13]3[cH:14][c:15]([NH:19][C:20](=[O:21])[c:22]4[o:23][cH:24][cH:25][c:26]4[CH3:27])[cH:16][cH:17][cH:18]3)[cH:7][cH:8][c:9]2[CH2:10]1>>[O:1]=[C:2]1[NH:3][c:4]2[cH:5][c:6]([C:11](=[O:12])[c:13]3[cH:14][c:15]([NH:19][C:20](=[O:21])[c:22]4[o:23][cH:24][cH:25][c:26]4[CH3:27])[cH:16][cH:17][cH:18]3)[cH:7][cH:8][c:9]2[C:10]1=[CH:28][OH:29].